This data is from the Open Reaction Database (ORD), a public repository of structured organic reaction records. The task is: describe an organic reaction: reactants, conditions, products, and yield Reactants: CCc1nc(N)nc2c1C(=O)CC(c1ccc(F)cc1)C2, Cc1nc(N)nc2c1C(=NO)CC(c1ccc(F)cc1)C2. The product is CCc1nc(N)nc2c1C(=NO)CC(c1ccc(F)cc1)C2. RXN SMILES: [NH2:1][c:2]1[n:3][c:4]2[c:9]([c:10]([CH2:12][CH3:13])[n:11]1)[C:8](=[O:14])[CH2:7][CH:6]([c:15]1[cH:16][cH:17][c:18]([F:21])[cH:19][cH:20]1)[CH2:5]2.[NH2:22][c:23]1[n:24][c:25]([CH3:26])[c:27]2[c:41]([n:42]1)[CH2:40][CH:30]([c:31]1[cH:32][cH:33][c:36]([F:37])[cH:38][cH:39]1)[CH2:29][C:28]2=[N:34][OH:35]>>[NH2:1][c:2]1[n:3][c:4]2[c:9]([c:10]([CH2:12][CH3:13])[n:11]1)[C:8](=[N:34][OH:35])[CH2:7][CH:6]([c:15]1[cH:16][cH:17][c:18]([F:21])[cH:19][cH:20]1)[CH2:5]2. Reactants: COCC1(Nc2ccccc2)CCN(C(C)C)CC1, O=C(Cl)Cc1ccccc1, c1ccccc1. Yields the product COCC1(N(C(=O)Cc2ccccc2)c2ccccc2)CCN(C(C)C)CC1, Cl. Reaction SMILES: [CH3:1][O:2][CH2:3][C:4]1([NH:13][c:14]2[cH:15][cH:16][cH:17][cH:18][cH:19]2)[CH2:5][CH2:6][N:7]([CH:10]([CH3:11])[CH3:12])[CH2:8][CH2:9]1.[c:20]1([CH2:26][C:27](=[O:28])[Cl:29])[cH:21][cH:22][cH:23][cH:24][cH:25]1.[cH:30]1[cH:31][cH:32][cH:33][cH:34][cH:35]1>>[CH3:1][O:2][CH2:3][C:4]1([N:13]([c:14]2[cH:15][cH:16][cH:17][cH:18][cH:19]2)[C:27]([CH2:26][c:20]2[cH:21][cH:22][cH:23][cH:24][cH:25]2)=[O:28])[CH2:5][CH2:6][N:7]([CH:10]([CH3:11])[CH3:12])[CH2:8][CH2:9]1.[ClH:29]. Reactants: Boc, Cl (HCl), C(C)OC(CNC1CC1)=O (N-cyclopropylglycine ethyl ester), BrCC(=O)OCC (ethyl bromoacetate), C1(CC1)N (cyclopropylamine), CO (MeOH). The product is C(=O)(OC(C)(C)C)N(CC(=O)O)C1CC1 (Boc-N-Cyclopropylglycine). Reaction SMILES: C([O:3][C:4](=[O:10])[CH2:5][NH:6][CH:7]1[CH2:9][CH2:8]1)C.BrC[C:13]([O:15]CC)=[O:14].[CH:18]1(N)[CH2:20][CH2:19]1.Cl.[CH3:23]O>>[C:13]([N:6]([CH:7]1[CH2:8][CH2:9]1)[CH2:5][C:4]([OH:3])=[O:10])([O:15][C:20]([CH3:18])([CH3:19])[CH3:23])=[O:14]. Reported procedure: Boc-N-Cyclopropylglycine was prepared from N-cyclopropylglycine ethyl ester, ethyl bromoacetate and cyclopropylamine (similar to J. W. Skiles et al., J. Med. Chem. 35 (1992) 641) and then converted under standard conditions into the Boc-protected form, then hydrolyzed with MeOH/2N NaOH and finally acidified with 1N HCl. The reactants are [Al+3], CCOCC, [H-], [H-], [H-], [H-], [Li+], COC(=O)c1cccc(F)c1NCCN1CCOCC1. The product is OCc1cccc(F)c1NCCN1CCOCC1. Reaction SMILES: [Al+3:22].[CH3:27][CH2:28][O:29][CH2:30][CH3:31].[H-:21].[H-:24].[H-:25].[H-:26].[Li+:23].[O:1]1[CH2:2][CH2:3][N:4]([CH2:7][CH2:8][NH:9][c:10]2[c:11]([C:12](=[O:13])[O:14][CH3:15])[cH:16][cH:17][cH:18][c:19]2[F:20])[CH2:5][CH2:6]1>>[O:1]1[CH2:2][CH2:3][N:4]([CH2:7][CH2:8][NH:9][c:10]2[c:11]([CH2:12][OH:13])[cH:16][cH:17][cH:18][c:19]2[F:20])[CH2:5][CH2:6]1. The reactants are P(=O)(OC=1N(C(CCC1)=O)CC1=CC=C(C=C1)OC(F)(F)F)(OC1=CC=CC=C1)OC1=CC=CC=C1 (6-oxo-1-(4-(trifluoromethoxy)benzyl)-1,4,5,6-tetrahydropyridin-2-yl diphenyl phosphate), FC(OC1=C(C=CC=C1)B(O)O)(F)F ((2-(trifluoromethoxy)phenyl)boronic acid). Yields the product FC(OC1=CC=C(CN2C(CCCC2C2=C(C=CC=C2)OC(F)(F)F)=O)C=C1)(F)F (1-(4-(trifluoromethoxy)benzyl)-6-(2-(trifluoromethoxy)phenyl)piperidin-2-one). Reaction SMILES: P(OC1C=CC=CC=1)(OC1C=CC=CC=1)(O[C:4]1[N:5]([CH2:11][C:12]2[CH:17]=[CH:16][C:15](OC(F)(F)F)=[CH:14][CH:13]=2)[C:6](=[O:10])[CH2:7][CH2:8][CH:9]=1)=O.[F:37][C:38]([F:50])([F:49])[O:39][C:40]1[CH:45]=[CH:44][CH:43]=[CH:42][C:41]=1B(O)O>>[F:37][C:38]([F:50])([F:49])[O:39][C:40]1[CH:45]=[CH:44][C:43]([CH2:4][N:5]2[CH:11]([C:12]3[CH:13]=[CH:14][CH:15]=[CH:16][C:17]=3[O:39][C:38]([F:50])([F:49])[F:37])[CH2:9][CH2:8][CH2:7][C:6]2=[O:10])=[CH:42][CH:41]=1. Reported procedure: Prepared according to the described general procedure 9 (GP9) with 6-oxo-1-(4-(trifluoromethoxy)benzyl)-1,4,5,6-tetrahydropyridin-2-yl diphenyl phosphate and commercially available (2-(trifluoromethoxy)phenyl)boronic acid. Subsequent hydrogenation and purification by preparative HPLC afforded the target compound. LC-MS (conditions E): tR=0.83 min.; [M+H]+: 433.70 g/mol. Starting materials: CC1C(CCCC1)NC(CC(C)=O)=O (N-(2-methylcyclohexyl)-3-oxobutanamide), COC(N(C)C)OC (1,1-dimethoxy-N,N-dimethylmethanamine). Run in CN(C=O)C (N,N-dimethylformamide). Conditions: time 8 hour. The product is CN(C)C=C(C(=O)NC1C(CCCC1)C)C(C)=O (2-((dimethylamino)methylene)-N-(2-methylcyclohexyl)-3-oxobutanamide). The yield is 76.2%. RXN SMILES: [CH3:1][CH:2]1[CH2:7][CH2:6][CH2:5][CH2:4][CH:3]1[NH:8][C:9](=[O:14])[CH2:10][C:11](=[O:13])[CH3:12].CO[CH:17](OC)[N:18]([CH3:20])[CH3:19]>CN(C)C=O>[CH3:17][N:18]([CH:20]=[C:10]([C:11](=[O:13])[CH3:12])[C:9]([NH:8][CH:3]1[CH2:4][CH2:5][CH2:6][CH2:7][CH:2]1[CH3:1])=[O:14])[CH3:19]. Procedure details: To a solution of N-(2-methylcyclohexyl)-3-oxobutanamide obtained in Step A (1.99 g) in N,N-dimethylformamide (20 mL) was added dropwise 1,1-dimethoxy-N,N-dimethylmethanamine (2.41 g) over 10 min at room temperature, and the reaction mixture was stirred overnight at room temperature. The solvent was evaporated under reduced pressure, and the residue was purified by silica gel column chromatography (methanol/dichloromethane) to give the title compound (1.94 g).